Dataset: the Open Reaction Database (ORD), a public repository of structured organic reaction records. Task: describe an organic reaction: reactants, conditions, products, and yield The reactants are BrC1=CC=CC(=N1)C1(COCC(N1)=S)C (5-(6-bromo-pyridin-2-yl)-5-methyl-morpholine-3-thione), N.CO (NH3 MeOH). Reaction conditions: temperature 50 celsius, time 3 day. Product: BrC1=CC=CC(=N1)C1(N=C(COC1)N)C (5-(6-Bromo-pyridin-2-yl)-5-methyl-5,6-dihydro-2H-[1,4]oxazin-3-ylamine). RXN SMILES: [Br:1][C:2]1[N:7]=[C:6]([C:8]2([CH3:15])[NH:13][C:12](=S)[CH2:11][O:10][CH2:9]2)[CH:5]=[CH:4][CH:3]=1.[NH3:16].CO>>[Br:1][C:2]1[N:7]=[C:6]([C:8]2([CH3:15])[CH2:9][O:10][CH2:11][C:12]([NH2:16])=[N:13]2)[CH:5]=[CH:4][CH:3]=1 |f:1.2|. Procedure: A mixture of 5-(6-bromo-pyridin-2-yl)-5-methyl-morpholine-3-thione (1.4 g, 4.88 mmol) in 7N NH3/MeOH (20.89 ml, 146 mmol) was stirred at 50° C. for 3 d in an autoclave. The reaction mixture was evaporated to dryness and purified by FC (gradient cyclohexane:EtOAc 75:25 to 50:50, then +10% Et3N, finally MeOH+10% Et3N) to obtain the crude title compound that was further purified by washing with DCM. HPLC RtH4=0.54 min; ESIMS: 270, 272 [(M+H)+]; 1H NMR (400 MHz, DMSO-d6): δ 8.51 (br s, 2H), 7.83-7.7... RXN SMILES: [F:1][c:2]1[cH:3][c:4](-[c:9]2[n:10][cH:11][cH:12][cH:13][n:14]2)[cH:5][c:6]([F:8])[cH:7]1.[OH2:24].[OH:15][N+:16]([O-:17])=[O:18].[S:19](=[O:20])(=[O:21])([OH:22])[OH:23]>>[F:1][c:2]1[c:3]([N+:16](=[O:15])[O-:17])[c:4](-[c:9]2[n:10][cH:11][cH:12][cH:13][n:14]2)[cH:5][c:6]([F:8])[cH:7]1. Starting materials: Fc1cc(F)cc(-c2ncccn2)c1, O, O=[N+]([O-])O, O=S(=O)(O)O. The product is O=[N+]([O-])c1c(F)cc(F)cc1-c1ncccn1. Starting materials: COC1CN(C1)C1=CC=C(C=C1)[C@@H](CC(=O)C1=CC(=NC=C1)C)C1=C(C=CC=C1)C ((R)-3-[4-(3-methoxy-azetidin-1-yl)-phenyl]-1-(2-methyl-pyridin-4-yl)-3-o-tolyl-propan-1-one), Cl.NO (hydroxylamine hydrochloride), C(=O)(O)[O-].[Na+] (NaHCO3). The product is COC1CN(C1)C1=CC=C(C=C1)[C@@H](C\C(=N/O)\C1=CC(=NC=C1)C)C1=C(C=CC=C1)C ((E,R)-3-[4-(3-M ethoxy-azetidin-1-yl)-phenyl]-1-(2-methyl-pyridin-4-yl)-3-o-tolyl-propan-1-one oxime). Reaction SMILES: [CH3:1][O:2][CH:3]1[CH2:6][N:5]([C:7]2[CH:12]=[CH:11][C:10]([C@H:13]([C:24]3[CH:29]=[CH:28][CH:27]=[CH:26][C:25]=3[CH3:30])[CH2:14][C:15]([C:17]3[CH:22]=[CH:21][N:20]=[C:19]([CH3:23])[CH:18]=3)=O)=[CH:9][CH:8]=2)[CH2:4]1.Cl.[NH2:32][OH:33].C([O-])(O)=O.[Na+]>>[CH3:1][O:2][CH:3]1[CH2:4][N:5]([C:7]2[CH:8]=[CH:9][C:10]([C@H:13]([C:24]3[CH:29]=[CH:28][CH:27]=[CH:26][C:25]=3[CH3:30])[CH2:14]/[C:15](/[C:17]3[CH:22]=[CH:21][N:20]=[C:19]([CH3:23])[CH:18]=3)=[N:32]\[OH:33])=[CH:11][CH:12]=2)[CH2:6]1 |f:1.2,3.4|. Procedure: In analogy to example 1, step 2, from (R)-3-[4-(3-methoxy-azetidin-1-yl)-phenyl]-1-(2-methyl-pyridin-4-yl)-3-o-tolyl-propan-1-one and hydroxylamine hydrochloride in the presence of NaHCO3 was prepared the title compound as a white foam, MS (ESI+): m/z=416.3 ([M+H]+. Starting materials: BrC1=C(C(=C(C=2C(COC21)C2=CC=C(C=C2)C(C)C)C)NC(CC(C)(C)C)=O)C (N-(7-Bromo-3-(4-isopropylphenyl)-4,6-dimethyl-2,3-dihydro-1-benzofuran-5-yl)-3,3-dimethylbutanamide), [Cu](C#N)C#N (copper cyanide), N (ammonia). Solvent: CS(=O)C (dimethylsulfoxide). The product is C(#N)C1=C(C(=C(C=2C(COC21)C2=CC=C(C=C2)C(C)C)C)NC(CC(C)(C)C)=O)C (N-(7-Cyano-3-(4-isopropylphenyl)-4,6-dimethyl-2,3-dihydro-1-benzofuran-5-yl)-3,3-dimethylbutanamide). The yield is 81.6%. As a reaction SMILES: Br[C:2]1[C:10]2[O:9][CH2:8][CH:7]([C:11]3[CH:16]=[CH:15][C:14]([CH:17]([CH3:19])[CH3:18])=[CH:13][CH:12]=3)[C:6]=2[C:5]([CH3:20])=[C:4]([NH:21][C:22](=[O:28])[CH2:23][C:24]([CH3:27])([CH3:26])[CH3:25])[C:3]=1[CH3:29].[Cu](C#N)[C:31]#[N:32].N>CS(C)=O>[C:31]([C:2]1[C:10]2[O:9][CH2:8][CH:7]([C:11]3[CH:12]=[CH:13][C:14]([CH:17]([CH3:19])[CH3:18])=[CH:15][CH:16]=3)[C:6]=2[C:5]([CH3:20])=[C:4]([NH:21][C:22](=[O:28])[CH2:23][C:24]([CH3:26])([CH3:25])[CH3:27])[C:3]=1[CH3:29])#[N:32]. Reported procedure: A solution of N-(7-bromo-3-(4-isopropylphenyl)-4,6-dimethyl-2,3-dihydro-1-benzofuran-5-yl)-3,3-dimethylbutanamide (0.5 g, 1.09 mmol) obtained in Example 35 and copper cyanide (300 mg 3.27 mmol) in dimethylsulfoxide (30 mL) was heated at 180° C. for 14 hours. To the reaction solution was added aqueous ammonia and the product was extracted with ethyl acetate. The extracts were washed with saturated brine, dried over anhydrous sodium sulfate, and the solvent was distilled off under reduced pressure... Starting materials: ClCCl, CN(C)C=O, O, CCOC(=O)c1cc(C2CC2)c2c(C)c(O)c(F)cn2c1=O, O=P(Cl)(Cl)Cl. Product: CCOC(=O)c1cc(C2CC2)c2c(C)c(Cl)c(F)cn2c1=O. RXN SMILES: [CH2:34]([Cl:35])[Cl:36].[O:23]=[CH:24][N:25]([CH3:26])[CH3:27].[OH2:33].[OH:1][c:2]1[c:3]([F:22])[cH:4][n:5]2[c:6](=[O:21])[c:7]([C:16](=[O:17])[O:18][CH2:19][CH3:20])[cH:8][c:9]([CH:13]3[CH2:14][CH2:15]3)[c:10]2[c:11]1[CH3:12].[P:28]([Cl:29])([Cl:30])([Cl:31])=[O:32]>>[c:2]1([Cl:30])[c:3]([F:22])[cH:4][n:5]2[c:6](=[O:21])[c:7]([C:16](=[O:17])[O:18][CH2:19][CH3:20])[cH:8][c:9]([CH:13]3[CH2:14][CH2:15]3)[c:10]2[c:11]1[CH3:12]. Starting materials: [BH4-], COc1ccc(CCN(C)CCCN2C(=O)c3cc(OC)c(OC)cc3C(C)(C)C2=O)cc1OC, Cl, [Na+], C1COCCO1, O. The product is COc1ccc(CCN(C)CCCN2C(=O)c3cc(OC)c(OC)cc3C(C)(C)C2O)cc1OC. RXN SMILES: [BH4-:1].[CH3:3][C:4]1([CH3:37])[C:5](=[O:36])[N:6]([CH2:19][CH2:20][CH2:21][N:22]([CH2:23][CH2:24][c:25]2[cH:26][c:27]([O:33][CH3:34])[c:28]([O:31][CH3:32])[cH:29][cH:30]2)[CH3:35])[C:7](=[O:18])[c:8]2[cH:9][c:10]([O:16][CH3:17])[c:11]([O:14][CH3:15])[cH:12][c:13]21.[ClH:38].[Na+:2].[O:39]1[CH2:40][CH2:41][O:42][CH2:43][CH2:44]1.[OH2:45]>>[CH3:3][C:4]1([CH3:37])[CH:5]([OH:36])[N:6]([CH2:19][CH2:20][CH2:21][N:22]([CH2:23][CH2:24][c:25]2[cH:26][c:27]([O:33][CH3:34])[c:28]([O:31][CH3:32])[cH:29][cH:30]2)[CH3:35])[C:7](=[O:18])[c:8]2[cH:9][c:10]([O:16][CH3:17])[c:11]([O:14][CH3:15])[cH:12][c:13]21.